This data is from the Open Reaction Database (ORD), a public repository of structured organic reaction records. The task is: describe an organic reaction: reactants, conditions, products, and yield Reactants: C(C)N(CC)CCCCC1=CC=C(C=C1)CCCCN(CC)CC (1,4-bis(diethylaminobutyl)benzene), C(C)I (ethyl iodide), C(C)O (ethanol). Conditions: time 30 minute. The product is [I-].[I-].C(C)[N+](CC)(CC)CCCCC1=CC=C(C=C1)CCCC[N+](CC)(CC)CC (1,4-Bis(triethylammoniobutyl)benzene diiodide). RXN SMILES: [CH2:1]([N:3]([CH2:6][CH2:7][CH2:8][CH2:9][C:10]1[CH:15]=[CH:14][C:13]([CH2:16][CH2:17][CH2:18][CH2:19][N:20]([CH2:23][CH3:24])[CH2:21][CH3:22])=[CH:12][CH:11]=1)[CH2:4][CH3:5])[CH3:2].[CH2:25]([I:27])[CH3:26].[CH2:28](O)[CH3:29]>>[I-:27].[I-:27].[CH2:23]([N+:20]([CH2:19][CH2:18][CH2:17][CH2:16][C:13]1[CH:12]=[CH:11][C:10]([CH2:9][CH2:8][CH2:7][CH2:6][N+:3]([CH2:25][CH3:26])([CH2:4][CH3:5])[CH2:1][CH3:2])=[CH:15][CH:14]=1)([CH2:28][CH3:29])[CH2:21][CH3:22])[CH3:24] |f:3.4.5|. Reported procedure: First, 0.56 g of 1,4-bis(diethylaminobutyl)benzene and 2.1 g of ethyl iodide were dissolved in 7 ml of absolute ethanol, and the mixture was refluxed for 4 hours. After removing the solvent under a reduced pressure and adding acetone and a small amount of ethanol, the mixture was stirred at a room temperature for 30 minutes. The resulting crystal was filtered, washed with acetone, and dried under a reduced pressure to obtain 0.335 g of the title compound as a pale yellow crystal. The reactants are solution, [H-].[Al+3].[Li+].[H-].[H-].[H-] (lithium aluminum hydride), COCCC(C(=O)OCC)CC=C (Ethyl 2-(2-methoxyethyl)-pent-4-enoate), [OH-].[Na+] (NaOH), O (water), O (water). The solvent is CCOCC (ether). Reaction conditions: time 2 hour. Yields the product COCCC(CO)CC=C (2-(2-Methoxyethyl)-pent-4-en-1-ol). Yield: 85.4%. Reaction SMILES: [H-].[Al+3].[Li+].[H-].[H-].[H-].[CH3:7][O:8][CH2:9][CH2:10][CH:11]([CH2:17][CH:18]=[CH2:19])[C:12](OCC)=[O:13].O.[OH-].[Na+]>CCOCC>[CH3:7][O:8][CH2:9][CH2:10][CH:11]([CH2:17][CH:18]=[CH2:19])[CH2:12][OH:13] |f:0.1.2.3.4.5,8.9|. Reported procedure: A 1M solution of lithium aluminum hydride (135 mL), 134 mmol) was added via cannula to a stirred solution of the ester 3 (25 g, 134 mmol), prepared according to Example 2, in dry ether (200 mL). The mixture was stirred for 2 h at room temperature under nitrogen and cooled to 0° C., and water (10 mL) was added dropwise, with stirring, followed by dropwise addition of 15% NaOH (10 mL) and water (30 mL) at 0° C. to produce a white precipitate. The precipitate was filtered, and washed with ether (2×... Starting materials: resultant suspension, C12(CC3CC(CC(C1)C3)C2)O (1-adamantanol), C(C)(C)(C)N1P(OCC1)Cl (3-tert-butyl-2-chloro-1,3,2-oxazaphospholidine), [H-].[Na+] (sodium hydride). Solvent: C1CCOC1 (THF), C1CCOC1 (THF). Reaction conditions: temperature 40 celsius, time 16 hour. The product is C12(CC3CC(CC(C1)C3)C2)OP2OCCN2C(C)(C)C (2-(1-Adamantyloxy)-3-tert-butyl-1,3,2-oxazaphospholidine). The yield is 33.6%. As a reaction SMILES: [H-].[Na+].[C:3]12([OH:13])[CH2:12][CH:7]3[CH2:8][CH:9]([CH2:11][CH:5]([CH2:6]3)[CH2:4]1)[CH2:10]2.[C:14]([N:18]1[CH2:22][CH2:21][O:20][P:19]1Cl)([CH3:17])([CH3:16])[CH3:15]>C1COCC1>[C:3]12([O:13][P:19]3[N:18]([C:14]([CH3:17])([CH3:16])[CH3:15])[CH2:22][CH2:21][O:20]3)[CH2:10][CH:9]3[CH2:8][CH:7]([CH2:6][CH:5]([CH2:11]3)[CH2:4]1)[CH2:12]2 |f:0.1|. Procedure: A 500 ml, three neck flask equipped with a thermometer, an additional funnel and a condenser topped with a nitrogen sweep is charged with 2.62 g (0.06 mol) of sodium hydride. The sodium hydride is washed with two 20 ml portions of hexane and finally suspended in 30 ml of tetrahydrofuran. To the resultant suspension is added dropwise a solution of 9.12 g (0.06 mol) of 1-adamantanol in 75 ml of THF at such rate to keep the reaction temperature between 20°-30° C. The resulting yellow solution is wa... Reactants: C=CCO[C@@H]1[C@H]([C@H]([C@@H]([C@H](O1)CO)O)O)O (allyl-α-D-mannopyranoside), OCCOC(C=C)=O (2-hydroxyethylacrylate). Yields the product O=C[C@@H](O)[C@@H](O)[C@H](O)[C@H](O)CO (mannose). As a reaction SMILES: C=CC[O:4][C@H:5]1[O:10][C@H:9]([CH2:11][OH:12])[C@@H:8]([OH:13])[C@H:7]([OH:14])[C@@H:6]1[OH:15].OCCOC(=O)C=C>>[O:4]=[CH:5][C@H:6]([C@H:7]([C@@H:8]([C@@H:9]([CH2:11][OH:12])[OH:10])[OH:13])[OH:14])[OH:15]. Procedure details: An 80 mol % mannose polymer was prepared as in Example A4, except that the amount of allyl-α-D-mannopyranoside was 3.54 g (16 mmol) and the amount of 2-hydroxyethylacrylate was 0.68 g (5.85 mmol). Starting materials: COC(CC)=O (propanoic acid methyl ester), C1(=CC=C(C=C1)S(=O)(=O)O)C (p-toluenesulfonic acid), resultant mixture, NC1=C(C=C(C(=O)N)C=C1)C (4-amino-3-methyl benzamide), C(C)OC(CCC(CCC(=O)C1=CC=C(C=C1)C(N)=O)=O)=O (7-(4-carbamoyl-phenyl)-4,7-dioxo-heptanoic acid ethyl ester). The solvent is ClCCl (dichloromethane), CCO (EtOH). Yields the product C(N)(=O)C1=CC=C(C=C1)C(CCC(CCC(=O)O)=O)=O (7-(4-carbamoyl-phenyl)-4,7-dioxo-heptanoic acid). Reaction SMILES: COC(=O)CC.NC1C=CC(C(N)=O)=CC=1C.C([O:20][C:21](=[O:39])[CH2:22][CH2:23][C:24](=[O:38])[CH2:25][CH2:26][C:27]([C:29]1[CH:34]=[CH:33][C:32]([C:35](=[O:37])[NH2:36])=[CH:31][CH:30]=1)=[O:28])C.C1(C)C=CC(S(O)(=O)=O)=CC=1>CCO.ClCCl>[C:35]([C:32]1[CH:31]=[CH:30][C:29]([C:27](=[O:28])[CH2:26][CH2:25][C:24](=[O:38])[CH2:23][CH2:22][C:21]([OH:39])=[O:20])=[CH:34][CH:33]=1)(=[O:37])[NH2:36]. Procedure details: Synthesis of 3-[1-carbamoyl-2-methyl-phenyl)-5-(4-carbamoyl-phenyl)-1H-pyrrole-2-yl]-propanoic acid methyl ester. 4-amino-3-methyl benzamide (20 mg, 0.13 mmol) was added to 7-(4-carbamoyl-phenyl)-4,7-dioxo-heptanoic acid ethyl ester mixture (˜0.11 mmol) in EtOH, followed by the addition of p-toluenesulfonic acid (2 mg, 0.01 mmol). The resultant mixture was heated at 80° C. for 12 hours. The residue of the crude reaction mixture was dissolved in dichloromethane and then purified by silica-gel chr... Reactants: BrC1=CC2=C(N=C(N=N2)N)C(=C1)C (7-bromo-5-methyl-benzo[1,2,4]triazin-3-ylamine), BrC1=CC=C(C=C1)C1(CC1)C#N (1-(4-bromo-phenyl)-cyclopropanecarbonitrile), Pd(dba)3, C=1C=CC(=CC1)P(C=2C=CC=CC2)C3=CC=C4C=CC=CC4=C3C5=C6C=CC=CC6=CC=C5P(C=7C=CC=CC7)C=8C=CC=CC8 (BINAP), CC(C)(C)[O-].[K+] (KOt-Bu). The solvent is C1(=CC=CC=C1)C (toluene). Run at time 24 hour. Yields the product CC1=C(C(=CC=C1)C)C1=CC2=C(N=C(N=N2)NC2=CC=C(C=C2)C2(CC2)C#N)C(=C1)C (1-{4-[7-(2,6-dimethyl-phenyl)-5-methyl-benzo[1,2,4]triazin-3-ylamino]-phenyl}-cyclopropanecarbonitrile). The yield is 45.7%. Reaction SMILES: Br[C:2]1[CH:12]=[C:11]([CH3:13])[C:5]2[N:6]=[C:7]([NH2:10])[N:8]=[N:9][C:4]=2[CH:3]=1.Br[C:15]1[CH:20]=[CH:19][C:18]([C:21]2([C:24]#[N:25])[CH2:23][CH2:22]2)=[CH:17][CH:16]=1.C1C=CC(P([C:39]2[C:48]([C:49]3C(P(C4C=CC=CC=4)C4C=CC=CC=4)=CC=C4C=3C=CC=C4)=[C:47]3[C:42]([CH:43]=CC=C3)=[CH:41][CH:40]=2)C2C=CC=CC=2)=CC=1.CC([O-])(C)C.[K+]>C1(C)C=CC=CC=1>[CH3:43][C:42]1[CH:41]=[CH:40][CH:39]=[C:48]([CH3:49])[C:47]=1[C:2]1[CH:12]=[C:11]([CH3:13])[C:5]2[N:6]=[C:7]([NH:10][C:15]3[CH:20]=[CH:19][C:18]([C:21]4([C:24]#[N:25])[CH2:23][CH2:22]4)=[CH:17][CH:16]=3)[N:8]=[N:9][C:4]=2[CH:3]=1 |f:3.4|. Procedure: About 50 mg (0.2 mmol) of 7-bromo-5-methyl-benzo[1,2,4]triazin-3-ylamine and about 84 mg (0.38 mmol) of 1-(4-bromo-phenyl)-cyclopropanecarbonitrile were dissolved in about 10 ml of toluene. About 8 mg (0.009 mmol) of Pd(dba)3, about 17 mg (0.027 mmol) of BINAP, and about 50 mg (0.226 mmol) of KOt-Bu were added to the solution. The mixture was kept at about 100° C. for about 24 hours under argon. The crude product was purified by preparative HPLC. About 5 mg of 1-{4-[7-(2,6-dimethyl-phenyl)-5-met...